Dataset: the Open Reaction Database (ORD), a public repository of structured organic reaction records. Task: describe an organic reaction: reactants, conditions, products, and yield Starting materials: C1CO1 (ethylene oxide), CC(C)(C)NS(=O)(=O)C1=CC=CC=C1 (N-(1,1-dimethylethyl)benzenesulfonamide), C(CCC)[Li] (n-butyllithium), base, O (water). The solvent is O1CCCC1 (tetrahydrofuran). Run at time 2 hour. Yields the product OCCC1=C(C=CC=C1)S(=O)(=O)NC(C)(C)C (2-(2-hydroxyethyl)-N-(1,1-dimethylethyl)benzenesulfonamide). RXN SMILES: [CH3:1][C:2]([NH:5][S:6]([C:9]1[CH:14]=[CH:13][CH:12]=[CH:11][CH:10]=1)(=[O:8])=[O:7])([CH3:4])[CH3:3].C([Li])CCC.[CH2:20]1[O:22][CH2:21]1.O>O1CCCC1>[OH:22][CH2:21][CH2:20][C:10]1[CH:11]=[CH:12][CH:13]=[CH:14][C:9]=1[S:6]([NH:5][C:2]([CH3:1])([CH3:3])[CH3:4])(=[O:8])=[O:7]. Procedure details: A solution of N-(1,1-dimethylethyl)benzenesulfonamide (40.0 g) in 550 ml dry tetrahydrofuran was cooled to 0° and 250 ml of 1.6M n-butyllithium added dropwise at 0°. After the addition of one equivalent of base, the solution turned yellow. After stirring for 2 hours at room temperature, the resulting suspension was cooled to 0° and 13 ml of ethylene oxide added dropwise. After stirring for 3.5 hours at room temperature, the homogeneous yellow solution was poured into water. The product was extra... Starting materials: Brc1ccsc1, [Li]CCCC, ClCCCCI, [Li]c1ccsc1. Product: ClCCCCc1ccsc1. RXN SMILES: [Br:7][c:8]1[cH:9][cH:10][s:11][cH:12]1.[CH2:13]([Li:14])[CH2:15][CH2:16][CH3:17].[Cl:18][CH2:19][CH2:20][CH2:21][CH2:22][I:23].[s:1]1[cH:2][c:3]([Li:6])[cH:4][cH:5]1>>[s:1]1[cH:2][c:3]([CH2:22][CH2:21][CH2:20][CH2:19][Cl:18])[cH:4][cH:5]1. The reactants are [Br-], [K+], O=N[O-], COc1cccc2sc(N)nc12, [Na+], O=S(=O)(O)O. The product is COc1cccc2sc(Br)nc12. As a reaction SMILES: [Br-:14].[K+:13].[N:15]([O-:16])=[O:17].[NH2:1][c:2]1[s:3][c:4]2[c:5]([n:6]1)[c:7]([O:11][CH3:12])[cH:8][cH:9][cH:10]2.[Na+:18].[S:19](=[O:20])(=[O:21])([OH:22])[OH:23]>>[c:2]1([Br:14])[s:3][c:4]2[c:5]([n:6]1)[c:7]([O:11][CH3:12])[cH:8][cH:9][cH:10]2. Reactants: C(CO)O (ethylene glycol), solution, CC(C)([O-])C.[K+] (potassium tert-butoxide), C(C)(C)(C)O (tert-butanol), C(C)OC(CCCCl)OCC (4-chlorobutyraldehyde diethyl acetal). The product is C(C)OC(CCCOCCO)OCC (2-(4,4-diethoxy-butoxy)ethanol). Reaction SMILES: [CH2:1]([OH:4])[CH2:2][OH:3].CC(C)([O-])C.[K+].C(O)(C)(C)C.[CH2:16]([O:18][CH:19]([O:24][CH2:25][CH3:26])[CH2:20][CH2:21][CH2:22]Cl)[CH3:17]>>[CH2:16]([O:18][CH:19]([O:24][CH2:25][CH3:26])[CH2:20][CH2:21][CH2:22][O:3][CH2:2][CH2:1][OH:4])[CH3:17] |f:1.2|. Procedure: A mixture of anhydrous ethylene glycol (120 g, 1.93 moles), a 1.0M solution of potassium tert-butoxide in tert-butanol (70 ml, 0.07 moles), and 4-chlorobutyraldehyde diethyl acetal (11 g, 0.061 moles) is stirred overnight at 100° C. under an argon atmosphere. After cooling to room temperature, the reaction mixture is added to 600 ml distilled water. The product is extracted with dichloromethane (150, 125, and 125 ml). The combined extracts are then dried with anhydrous magnesium sulfate and the ...